The task is: describe an organic reaction: reactants, conditions, products, and yield. This data is from the Open Reaction Database (ORD), a public repository of structured organic reaction records. The reactants are O (water), ClC=1C=C(C=CC1Cl)C(C(=O)NCCC1=CC(=C(C=C1)O)OC)O (2-(3,4-dichloro-phenyl)-2-hydroxy-N-[2-(4-hydroxy-3-methoxy-phenyl)-ethyl]-acetamide), C(C#C)Br (propargyl bromide), C([O-])([O-])=O.[K+].[K+] (potassium carbonate). Run in CS(=O)C (dimethyl sulfoxide). Run at time 3 hour. Product: ClC=1C=C(C=CC1Cl)C(C(=O)NCCC1=CC(=C(C=C1)OCC#C)OC)O (2-(3,4-Dichloro-phenyl)-2-hydroxy-N-[2-(3-methoxy-4-prop-2-ynyloxy-phenyl)-ethyl]-acetamide). RXN SMILES: [Cl:1][C:2]1[CH:3]=[C:4]([CH:9]([OH:24])[C:10]([NH:12][CH2:13][CH2:14][C:15]2[CH:20]=[CH:19][C:18]([OH:21])=[C:17]([O:22][CH3:23])[CH:16]=2)=[O:11])[CH:5]=[CH:6][C:7]=1[Cl:8].[CH2:25](Br)[C:26]#[CH:27].C(=O)([O-])[O-].[K+].[K+].O>CS(C)=O>[Cl:1][C:2]1[CH:3]=[C:4]([CH:9]([OH:24])[C:10]([NH:12][CH2:13][CH2:14][C:15]2[CH:20]=[CH:19][C:18]([O:21][CH2:27][C:26]#[CH:25])=[C:17]([O:22][CH3:23])[CH:16]=2)=[O:11])[CH:5]=[CH:6][C:7]=1[Cl:8] |f:2.3.4|. Procedure details: A mixture of 2-(3,4-dichloro-phenyl)-2-hydroxy-N-[2-(4-hydroxy-3-methoxy-phenyl)-ethyl]-acetamide, propargyl bromide (0.5 ml) and potassium carbonate (1.5 g) in dimethyl sulfoxide is stirred at +80° C. for 3 hours. The mixture is cooled to room temperature and water (150 ml) is added. The mixture is extracted with ethyl acetate (2×200 ml) and washed with brine (100 ml). The organic layers are collected, dried with MgSO4 and evaporated. 2-(3,4-Dichloro-phenyl)-2-hydroxy-N-[2-(3-methoxy-4-prop-2-y... Reactants: C(C)(C)(C)OC(N[C@@H](C(C)C)C(=O)F)=O ((S)-(1-Fluorocarbonyl-2-methyl-propyl)-carbamic Acid tert-butyl Ester), C([O-])(O)=O.[Na+] (sodium bicarbonate), Cl.NCCS (2-aminoethanethiol hydrochloride). Run in C(Cl)Cl (CH2Cl2), O (water). Conditions: time 25 minute. The product is 24g, C(C)(C)(C)OC(N[C@@H](C(C)C)C(NCCS)=O)=O ((S)-[1-(2-mercapto-ethylcarbamoyl)-2-methyl-propyl]-carbamic Acid tert-butyl Ester). Reaction SMILES: C(=O)(O)[O-].[Na+].Cl.[NH2:7][CH2:8][CH2:9][SH:10].[C:11]([O:15][C:16](=[O:25])[NH:17][C@H:18]([C:22](F)=[O:23])[CH:19]([CH3:21])[CH3:20])([CH3:14])([CH3:13])[CH3:12]>O.C(Cl)Cl>[C:11]([O:15][C:16](=[O:25])[NH:17][C@H:18]([C:22](=[O:23])[NH:7][CH2:8][CH2:9][SH:10])[CH:19]([CH3:20])[CH3:21])([CH3:12])([CH3:14])[CH3:13] |f:0.1,2.3|. Procedure details: To a 50 mL round-bottom flask charged with a solution of sodium bicarbonate (158.1 mg, 1.88 mmol) in 9.2 mL water was added 2-aminoethanethiol hydrochloride (114.7 mg, 1.01 mmol). To this stirring solution was added dropwise over 60 seconds a solution of 25g (201.3 mg, 0.92 mmol) in 9.2 mL CH2Cl2. The reaction was vigorously stirred for 25 minutes at room temperature, then extracted twice with fresh CH2Cl2. The combined CH2Cl2 extracts were washed once with 5% aqueous HCl, once with 10% aqueous ... Starting materials: FC(C(C(C(F)(F)F)(F)F)(F)F)(S(=O)(=O)OC1=CC2=CC=C(C=C2C=C1)C1=C(C(=CC(=C1)N1C(NC(C=C1)=O)=O)C(C)(C)C)OC)F (6-(3-tert-butyl-5-(2,4-dioxo-3,4-dihydropyrimidin-1(2H)-yl)-2-methoxyphenyl)naphthalen-2-yl 1,1,2,2,3,3,4,4,4-nonafluorobutane-1-sulfonate), CS(=O)(=O)N (methanesulfonamide), C(C)(=O)N[C@@H](CS)C(=O)O (N-Acetyl-L-cysteine), CC1(CC2(OCCO2)CC(P1C1=C(C(=CC=C1OC)OC)C1=C(C=C(C=C1C(C)C)C(C)C)C(C)C)(C)C)C (7,7,9,9-tetramethyl-8-(2′,4′,6′-triisopropyl-3,6-dimethoxybiphenyl-2-yl)-1,4-dioxa-8-phosphaspiro[4.5]decane), [O-]P(=O)([O-])[O-].[K+].[K+].[K+] (potassium phosphate tribasic), stainless steel. The reagents and catalysts are C=1C=CC(=CC1)/C=C/C(=O)/C=C/C2=CC=CC=C2.C=1C=CC(=CC1)/C=C/C(=O)/C=C/C2=CC=CC=C2.C=1C=CC(=CC1)/C=C/C(=O)/C=C/C2=CC=CC=C2.[Pd].[Pd] (Tris(dibenzylideneacetone)dipalladium(0)). Solvent: C(C)(=O)OCC (ethyl acetate), C(C)(=O)O (acetic acid), CN(C=O)C (dimethylformamide). Conditions: temperature 80 celsius, time 30 minute. The product is C(C)(C)(C)C=1C(=C(C=C(C1)N1C(NC(C=C1)=O)=O)C=1C=C2C=CC(=CC2=CC1)NS(=O)(=O)C)OC (N-(6-(3-tert-butyl-5-(2,4-dioxo-3,4-dihydropyrimidin-1(2H)-yl)-2-methoxyphenyl)naphthalen-2-yl)methanesulfonamide), solid. Isolated yield 88.0%. As a reaction SMILES: CC1(C)P(C2C(OC)=CC=C(OC)C=2C2C(C(C)C)=CC(C(C)C)=CC=2C(C)C)C(C)(C)CC2(OCCO2)C1.[O-]P([O-])([O-])=O.[K+].[K+].[K+].FC(F)(S(O[C:64]1[CH:73]=[CH:72][C:71]2[C:66](=[CH:67][CH:68]=[C:69]([C:74]3[CH:79]=[C:78]([N:80]4[CH:85]=[CH:84][C:83](=[O:86])[NH:82][C:81]4=[O:87])[CH:77]=[C:76]([C:88]([CH3:91])([CH3:90])[CH3:89])[C:75]=3[O:92][CH3:93])[CH:70]=2)[CH:65]=1)(=O)=O)C(F)(F)C(F)(F)C(F)(F)F.[CH3:95][S:96]([NH2:99])(=[O:98])=[O:97].C(N[C@H](C(O)=O)CS)(=O)C>C1C=CC(/C=C/C(/C=C/C2C=CC=CC=2)=O)=CC=1.C1C=CC(/C=C/C(/C=C/C2C=CC=CC=2)=O)=CC=1.C1C=CC(/C=C/C(/C=C/C2C=CC=CC=2)=O)=CC=1.[Pd].[Pd].C(O)(=O)C.CN(C)C=O.C(OCC)(=O)C>[C:88]([C:76]1[C:75]([O:92][CH3:93])=[C:74]([C:69]2[CH:70]=[C:71]3[C:66](=[CH:67][CH:68]=2)[CH:65]=[C:64]([NH:99][S:96]([CH3:95])(=[O:98])=[O:97])[CH:73]=[CH:72]3)[CH:79]=[C:78]([N:80]2[CH:85]=[CH:84][C:83](=[O:86])[NH:82][C:81]2=[O:87])[CH:77]=1)([CH3:90])([CH3:89])[CH3:91] |f:1.2.3.4,8.9.10.11.12|. Reported procedure: A 600-mL, stainless steel, Parr® reactor was equipped with an overhead stirrer, thermocouple and a heating mantle. Tris(dibenzylideneacetone)dipalladium(0) (0.164 g, 0.179 mmol), 7,7,9,9-tetramethyl-8-(2′,4′,6′-triisopropyl-3,6-dimethoxybiphenyl-2-yl)-1,4-dioxa-8-phosphaspiro[4.5]decane (0.238 g, 0.429 mmol) and milled potassium phosphate tribasic (8.36 g, 39.4 mmol) were charged to the 600-mL reactor. The reactor was purged with argon for not less than 90 minutes. 2-Methyltetrahydrofuran (100 m... Starting materials: C(C=C)OCC=C (allyl ether), ClC1=CC(=CC(=C1)Cl)Cl (2,4,6-trichlorobenzene). Product: ClC1=CC=C(OC2=CC(=C(C=C2)O)CC=C)C=C1 (4-(4-chlorophenoxy)-2-(2-propenyl)phenol). RXN SMILES: [CH2:1]([O:4][CH2:5][CH:6]=[CH2:7])[CH:2]=[CH2:3].Cl[C:9]1[CH:14]=[C:13]([Cl:15])C=C(Cl)C=1>>[Cl:15][C:13]1[CH:14]=[CH:9][C:1]([O:4][C:5]2[CH:3]=[CH:2][C:1]([OH:4])=[C:7]([CH2:7][CH:6]=[CH2:5])[CH:6]=2)=[CH:2][CH:3]=1. Procedure details: The crude allyl ether from step 3 (20.0 g) was dissolved in 2,4,6-trichlorobenzene (60 mL) and the solution was heated at reflux for 4 h. After being cooled to room temperature, the solution was directly loaded onto a column of silica gel and eluted sequentially with hexane and a 8:2 mixture of hexane and ethyl acetate to give 4-(4-chlorophenoxy)-2-(2-propenyl)phenol. Starting materials: COC1=CC=CC=2OC(=CC21)C2=NC(=NO2)C (5-(4-methoxybenzo(b)furan-2-yl)-3-methyl-1,2,4-oxadiazole), B(Br)(Br)Br (boron tribromide). The product is OC1=CC=CC=2OC(=CC21)C2=NC(=NO2)C (5-(4-hydroxybenzo(b)furan-2-yl)-3-methyl-1,2,4-oxadiazole). Isolated yield 78.2%. As a reaction SMILES: C[O:2][C:3]1[C:11]2[CH:10]=[C:9]([C:12]3[O:16][N:15]=[C:14]([CH3:17])[N:13]=3)[O:8][C:7]=2[CH:6]=[CH:5][CH:4]=1.B(Br)(Br)Br>>[OH:2][C:3]1[C:11]2[CH:10]=[C:9]([C:12]3[O:16][N:15]=[C:14]([CH3:17])[N:13]=3)[O:8][C:7]=2[CH:6]=[CH:5][CH:4]=1. Reported procedure: By the reactions in the same manner as in Starting Material Synthesis Example 5 using 5-(4-methoxybenzo(b)furan-2-yl)-3-methyl-1,2,4-oxadiazole (0.98 g) and boron tribromide (3.1 ml), the title compound (0.72 g) was obtained as yellow crystals. Reactants: CC(=O)[O-], CC(=O)[O-], CC(=O)[O-], ClCCl, OC(c1ccc(NCC(F)(F)F)cc1)(C(F)(F)F)C(F)(F)F, COC(=O)C(=[N+]=[N-])C(=O)OC, [Rh+3]. Yields the product COC(=O)C(C(=O)OC)N(CC(F)(F)F)c1ccc(C(O)(C(F)(F)F)C(F)(F)F)cc1. As a reaction SMILES: [C:37]([O-:38])(=[O:39])[CH3:40].[C:42]([O-:43])(=[O:44])[CH3:45].[C:46]([O-:47])(=[O:48])[CH3:49].[Cl:34][CH2:35][Cl:36].[F:1][C:2]([C:3]([C:4]([F:5])([F:6])[F:7])([OH:8])[c:9]1[cH:10][cH:11][c:12]([NH:15][CH2:16][C:17]([F:18])([F:19])[F:20])[cH:13][cH:14]1)([F:21])[F:22].[N+:23](=[N-:24])=[C:25]([C:26](=[O:27])[O:28][CH3:29])[C:30](=[O:31])[O:32][CH3:33].[Rh+3:41]>>[F:1][C:2]([C:3]([C:4]([F:5])([F:6])[F:7])([OH:8])[c:9]1[cH:10][cH:11][c:12]([N:15]([CH2:16][C:17]([F:18])([F:19])[F:20])[CH:25]([C:26](=[O:27])[O:28][CH3:29])[C:30](=[O:31])[O:32][CH3:33])[cH:13][cH:14]1)([F:21])[F:22]. Reactants: CSC(=C(C(=O)C1=NC2=C(N1)C=CC(=C2)C)CCC)SC (2-(bis-methylsulfanyl-methylene)-1-(5-methyl-1H-benzoimidazol-2-yl)-pentan-1-one), O.NN (hydrazine hydrate). Solvent: C(C)O (ethanol). Yields the product CC1=CC2=C(NC(=N2)C2=NNC(=C2CCC)SC)C=C1 (5-methyl-2-(5-methylsulfanyl-4-propyl-1H-pyrazol-3-yl)-1H-benzoimidazole). Reaction SMILES: [CH3:1][S:2][C:3](SC)=[C:4]([CH2:17][CH2:18][CH3:19])[C:5]([C:7]1[NH:11][C:10]2[CH:12]=[CH:13][C:14]([CH3:16])=[CH:15][C:9]=2[N:8]=1)=O.O.[NH2:23][NH2:24]>C(O)C>[CH3:16][C:14]1[CH:13]=[CH:12][C:10]2[NH:11][C:7]([C:5]3[C:4]([CH2:17][CH2:18][CH3:19])=[C:3]([S:2][CH3:1])[NH:24][N:23]=3)=[N:8][C:9]=2[CH:15]=1 |f:1.2|. Procedure: A mixture of 2-(bis-methylsulfanyl-methylene)-1-(5-methyl-1H-benzoimidazol-2-yl)-pentan-1-one [˜0.49 mmole, Reference Example 2(1)] and hydrazine hydrate (200 μL) in ethanol (6 mL) was heated at reflux temperature for 2 days, then evaporated. The mixture was then treated with hydrochloric acid (4 mL, 4N) and heating was continued at reflux temperature for a further 24 hours. The reaction mixture was cooled, then neutralised by addition of sodium hydroxide solution (4N) and then extracted with di...